From a dataset of the Open Reaction Database (ORD), a public repository of structured organic reaction records. describe an organic reaction: reactants, conditions, products, and yield The reactants are CCO, CCO, [Co], N, CC(C)C1Cc2cnc3c(c2C1(O)CC#N)CCO3. Product: CC(C)C1Cc2cnc3c(c2C1(O)CCN)CCO3. Reaction SMILES: [CH2:20]([OH:21])[CH3:22].[CH3:24][CH2:25][OH:26].[Co:27].[NH3:23].[OH:1][C:2]1([CH2:17][C:18]#[N:19])[CH:3]([CH:14]([CH3:15])[CH3:16])[CH2:4][c:5]2[c:6]1[c:7]1[c:8]([n:9][cH:10]2)[O:11][CH2:12][CH2:13]1>>[OH:1][C:2]1([CH2:17][CH2:18][NH2:19])[CH:3]([CH:14]([CH3:15])[CH3:16])[CH2:4][c:5]2[c:6]1[c:7]1[c:8]([n:9][cH:10]2)[O:11][CH2:12][CH2:13]1. Reactants: ClC1=NC=CC(=C1)I (2-chloro-4-iodopyridine), C(C)OC(=O)C1CCN(CC1)C(=O)OC(C)(C)C (piperidine-1,4-dicarboxylic acid 1-tert-butylester 4-ethyl ester), solution, C[Si](C)(C)[N-][Si](C)(C)C.[Na+] (sodium bis(trimethylsilyl)amide), ethyl acetate petroleum ether, [Cl-].[NH4+] (ammonium chloride). The solvent is O1CCCC1 (tetrahydrofuran), O1CCCC1 (tetrahydrofuran), O (water). Reaction conditions: temperature 0 celsius, time 1.5 hour. Yields the product ClC1=NC=CC(=C1)C1(CCN(CC1)C(=O)OC(C)(C)C)C(=O)OCC (1-tert-butyl 4-ethyl 4-(2-chloropyridin-4-yl)piperidine-1,4-dicarboxylate). Isolated yield 31.3%. As a reaction SMILES: [CH2:1]([O:3][C:4]([CH:6]1[CH2:11][CH2:10][N:9]([C:12]([O:14][C:15]([CH3:18])([CH3:17])[CH3:16])=[O:13])[CH2:8][CH2:7]1)=[O:5])[CH3:2].C[Si]([N-][Si](C)(C)C)(C)C.[Na+].[Cl:29][C:30]1[CH:35]=[C:34](I)[CH:33]=[CH:32][N:31]=1.[Cl-].[NH4+]>O1CCCC1.O>[Cl:29][C:30]1[CH:35]=[C:34]([C:6]2([C:4]([O:3][CH2:1][CH3:2])=[O:5])[CH2:11][CH2:10][N:9]([C:12]([O:14][C:15]([CH3:17])([CH3:16])[CH3:18])=[O:13])[CH2:8][CH2:7]2)[CH:33]=[CH:32][N:31]=1 |f:1.2,4.5|. Procedure: A solution of piperidine-1,4-dicarboxylic acid 1-tert-butylester 4-ethyl ester (200 g, 0.78 mol, 1 equiv.) in dry tetrahydrofuran (350 mL) was added a 1M solution of sodium bis(trimethylsilyl)amide (1010 mL, 1.01 mol, 1.3 equiv.) drop-wise at 0° C. under nitrogen atmosphere. The reaction mixture was stirred for 1.5 h at 0° C. and added to a solution of 2-chloro-4-iodopyridine (199.2 g, 0.83 mol) in dry tetrahydrofuran (350 mL) at 0° C. under nitrogen atmosphere. The reaction mixture was kept at ... The reactants are S(=S)(=O)([O-])[O-].[Na+].[Na+] (sodium thiosulphate), I[Si](C)(C)C (Iodotrimethylsilane), O=S1(CCCOC2=C1C=CC(=C2)OC=2C=C(C(=O)NC1=NC=C(N=C1)C)C=C(C2)O[C@H](COC)C)=O (3-[(5,5-dioxido-3,4-dihydro-2H-1,5-benzoxathiepin-8-yl)oxy]-5-{[(1S)-1-methyl-2-(methyloxy)ethyl]oxy}-N-(5-methylpyrazin-2-yl)benzamide), CO (Methanol). The solvent is C(C)#N (acetonitrile). Run at time 8 hour. Product: O=S1(CCCOC2=C1C=CC(=C2)OC=2C=C(C(=O)NC1=NC=C(N=C1)C)C=C(C2)O[C@H](CO)C)=O (3-[(5,5-Dioxido-3,4-dihydro-2H-1,5-benzoxathiepin-8-yl)oxy]-5-{[(1S)-2-hydroxy-1-methylethyl]oxy}-N-(5-methylpyrazin-2-yl)benzamide). The yield is 54.5%. As a reaction SMILES: I[Si](C)(C)C.[O:6]=[S:7]1(=[O:41])[C:13]2[CH:14]=[CH:15][C:16]([O:18][C:19]3[CH:20]=[C:21]([CH:32]=[C:33]([O:35][C@@H:36]([CH3:40])[CH2:37][O:38]C)[CH:34]=3)[C:22]([NH:24][C:25]3[CH:30]=[N:29][C:28]([CH3:31])=[CH:27][N:26]=3)=[O:23])=[CH:17][C:12]=2[O:11][CH2:10][CH2:9][CH2:8]1.CO.S([O-])([O-])(=O)=S.[Na+].[Na+]>C(#N)C>[O:41]=[S:7]1(=[O:6])[C:13]2[CH:14]=[CH:15][C:16]([O:18][C:19]3[CH:20]=[C:21]([CH:32]=[C:33]([O:35][C@@H:36]([CH3:40])[CH2:37][OH:38])[CH:34]=3)[C:22]([NH:24][C:25]3[CH:30]=[N:29][C:28]([CH3:31])=[CH:27][N:26]=3)=[O:23])=[CH:17][C:12]=2[O:11][CH2:10][CH2:9][CH2:8]1 |f:3.4.5|. Reported procedure: Iodotrimethylsilane (0.416 mL, 2.92 mmol) was added to a solution of 3-[(5,5-dioxido-3,4-dihydro-2H-1,5-benzoxathiepin-8-yl)oxy]-5-{[(1S)-1-methyl-2-(methyloxy)ethyl]oxy}-N-(5-methylpyrazin-2-yl)benzamide (150 mg, 0.29 mmol) in acetonitrile (7 mL) and the reaction stirred at RT overnight. Methanol (35 mL) was added, the reaction stirred for 1 hour, then a saturated aqueous solution of sodium thiosulphate (30 mL) was added and the reaction stirred for a further 20 minutes. The mixture was evapora... The reactants are CCOC(C)=O, O=C(Cl)CCl, NCc1ccccc1. Product: O=C(CCl)NCc1ccccc1. RXN SMILES: [CH3:14][CH2:15][O:16][C:17]([CH3:18])=[O:19].[Cl:1][CH2:2][C:3](=[O:4])[Cl:5].[NH2:6][CH2:7][c:8]1[cH:9][cH:10][cH:11][cH:12][cH:13]1>>[Cl:1][CH2:2][C:3](=[O:4])[NH:6][CH2:7][c:8]1[cH:9][cH:10][cH:11][cH:12][cH:13]1. The reactants are C(C)OCC(=O)O (ethoxyacetic acid), C1=CC(=C(C=2C1=NSN2)NC3=NCCN3)Cl (tizanidine). The solvent is C(C)(C)O (isopropyl alcohol). Conditions: temperature 2.5 celsius. Yields the product C1=CC(=C(C=2C1=NSN2)NC3=NCCN3)Cl.C(C)OCC(=O)[O-] (tizanidine ethoxyacetate). Isolated yield 90.1%. As a reaction SMILES: [CH2:1]([O:3][CH2:4][C:5]([OH:7])=[O:6])[CH3:2].[CH:8]1[C:13]2=[N:14][S:15][N:16]=[C:12]2[C:11]([NH:17][C:18]2[NH:22][CH2:21][CH2:20][N:19]=2)=[C:10]([Cl:23])[CH:9]=1>C(O)(C)C>[CH:8]1[C:13]2=[N:14][S:15][N:16]=[C:12]2[C:11]([NH:17][C:18]2[NH:22][CH2:21][CH2:20][N:19]=2)=[C:10]([Cl:23])[CH:9]=1.[CH2:1]([O:3][CH2:4][C:5]([O-:7])=[O:6])[CH3:2] |f:3.4|. Reported procedure: To a solution of 2.0 g of ethoxyacetic acid in 4 ml of isopropyl alcohol, 3.0 g of the tizanidine base (99.15% HPLC) are added. After brief heating to boil a solution results, from which a crystalline precipitated product starts to separate. After cooling to 0 to 5° C. and aspiration 3.8 g of tizanidine ethoxyacetate are obtained. Starting materials: BrCCCCC (bromopentane), ONC(OC(C)(C)C)=O (Tert-butyl hydroxycarbamate), C1CCC2=NCCCN2CC1 (DBU). The solvent is CC#N (MeCN). Conditions: time 12 hour. The product is C(C)(C)(C)OC(NOCCCCC)=O (tert-butyl(pentyloxy)carbamate). Yield: 100.8%. RXN SMILES: [OH:1][NH:2][C:3](=[O:9])[O:4][C:5]([CH3:8])([CH3:7])[CH3:6].Br[CH2:11][CH2:12][CH2:13][CH2:14][CH3:15].C1CCN2C(=NCCC2)CC1>CC#N>[C:5]([O:4][C:3](=[O:9])[NH:2][O:1][CH2:11][CH2:12][CH2:13][CH2:14][CH3:15])([CH3:8])([CH3:7])[CH3:6]. Procedure details: Tert-butyl hydroxycarbamate (2.1 g, 15.77 mmol, 1 eq.) was dissolved in MeCN and bromopentane (2.73 g, 18.13 mmol, 1.15 eq.) was added followed by DBU (2.52 g, 16.56 mmol, 1.05 eq.). The reaction was stirred at room temperature for 12 h and quenched with 0.1N HCl, extracted with EtOAc, dried over MgSO4, and concentrated. The residue was purified by chromatography on silica gel to give tert-butyl(pentyloxy)carbamate (3.23 g, 91% yield) as a clear oil. The reactants are CC(CSC)(C)NC(C1=C(C=CC=C1)[N+](=O)[O-])=O (N-(1,1-Dimethyl-2-methylthioethyl)-2-nitrobenzamide), IN1C(CCC1=O)=O (N-iodosuccinimide). The product is CC(CSC)(C)NC(C1=C(C=CC=C1[N+](=O)[O-])I)=O (N-(1,1-dimethyl-2-methylthioethyl)-2-iodo-6-nitrobenzamide). Yield: 43.0%. As a reaction SMILES: [CH3:1][C:2]([NH:7][C:8](=[O:18])[C:9]1[CH:14]=[CH:13][CH:12]=[CH:11][C:10]=1[N+:15]([O-:17])=[O:16])([CH3:6])[CH2:3][S:4][CH3:5].[I:19]N1C(=O)CCC1=O>>[CH3:6][C:2]([NH:7][C:8](=[O:18])[C:9]1[C:10]([N+:15]([O-:17])=[O:16])=[CH:11][CH:12]=[CH:13][C:14]=1[I:19])([CH3:1])[CH2:3][S:4][CH3:5]. Procedure: N-(1,1-Dimethyl-2-methylthioethyl)-2-nitrobenzamide was treated in the same manner as in Example 19, except that N-iodosuccinimide was used as the iodinating agent, to obtain N-(1,1-dimethyl-2-methylthioethyl)-2-iodo-6-nitrobenzamide (yield 43%, melting point 114–115° C.). Regioselectivity of iodination into the 2-position was 100%. The reactants are O=C([O-])[O-], CCCBr, CN(C)C=O, Cc1c(NC2CC3CCC(C2)N3)ccc2[nH]ncc12, [K+], [K+]. The product is CCCN1C2CCC1CC(Nc1ccc3[nH]ncc3c1C)C2. RXN SMILES: [C:1](=[O:2])([O-:3])[O-:4].[CH2:7]([CH2:8][CH3:9])[Br:10].[CH3:30][N:31]([CH3:32])[CH:33]=[O:34].[CH:11]12[CH2:12][CH:13]([NH:19][c:20]3[c:21]([CH3:29])[c:22]4[cH:23][n:24][nH:25][c:26]4[cH:27][cH:28]3)[CH2:14][CH:15]([CH2:16][CH2:17]1)[NH:18]2.[K+:5].[K+:6]>>[CH2:7]([CH2:8][CH3:9])[N:18]1[CH:11]2[CH2:12][CH:13]([NH:19][c:20]3[c:21]([CH3:29])[c:22]4[cH:23][n:24][nH:25][c:26]4[cH:27][cH:28]3)[CH2:14][CH:15]1[CH2:16][CH2:17]2. Reactants: CCOC(=O)COc1cc(C(=O)O)on1, O=C(Cl)C(=O)Cl, ClCCl, CN(C)C=O. Yields the product CCOC(=O)COc1cc(C(=O)Cl)on1. As a reaction SMILES: [CH2:1]([CH3:2])[O:3][C:4]([CH2:5][O:6][c:7]1[n:8][o:9][c:10]([C:12](=[O:13])[OH:14])[cH:11]1)=[O:15].[Cl:16][C:17]([C:18]([Cl:19])=[O:20])=[O:21].[Cl:27][CH2:28][Cl:29].[O:22]=[CH:23][N:24]([CH3:25])[CH3:26]>>[CH2:1]([CH3:2])[O:3][C:4]([CH2:5][O:6][c:7]1[n:8][o:9][c:10]([C:12](=[O:13])[Cl:16])[cH:11]1)=[O:15].